This data is from the Open Reaction Database (ORD), a public repository of structured organic reaction records. The task is: describe an organic reaction: reactants, conditions, products, and yield Starting materials: IC=1C(=C2C(NC(C2=C(C1I)OC)=N)=N)OC (5,6-diiodo-4,7-dimethoxy-1,3-diiminoisoindoline), Cl.C(C)N(C=1SCC(N1)=N)CC (2-diethylamino-4-imino-2-thiazoline hydrochloride), Cl.N1(CCCCC1)C=1SCC(N1)=N (2-piperidino-4-imino-2-thiazoline hydrochloride). Product: Cl.N=C1NC(C2=C(C(=C(C(=C12)OC)I)I)OC)=C1C(N=C(S1)N(CC)CC)=N (1-imino-5,6-diiodo-4,7-dimethoxy-3-(2-diethylamino-4-imino-2-thiazolin-5-ylidene)isoindoline hydrochloride). RXN SMILES: [I:1][C:2]1[C:3]([O:16][CH3:17])=[C:4]2[C:8](=[C:9]([O:12][CH3:13])[C:10]=1[I:11])[C:7](=[NH:14])[NH:6][C:5]2=N.[ClH:18].[CH2:19]([N:21]([CH2:28][CH3:29])[C:22]1[S:23][CH2:24][C:25](=[NH:27])[N:26]=1)[CH3:20].Cl.N1(C2SCC(=N)N=2)CCCCC1>>[ClH:18].[NH:14]=[C:7]1[C:8]2[C:4](=[C:3]([O:16][CH3:17])[C:2]([I:1])=[C:10]([I:11])[C:9]=2[O:12][CH3:13])[C:5](=[C:24]2[S:23][C:22]([N:21]([CH2:28][CH3:29])[CH2:19][CH3:20])=[N:26][C:25]2=[NH:27])[NH:6]1 |f:1.2,3.4,5.6|. Reported procedure: Following the procedure described in Example 9, part B above but using equivalent amounts of 5,6-diiodo-4,7-dimethoxy-1,3-diiminoisoindoline and 2-diethylamino-4-imino-2-thiazoline hydrochloride in place of 1,3-diiminoisoindoline and 2-piperidino-4-imino-2-thiazoline hydrochloride respectively, there is obtained as the product 1-imino-5,6-diiodo-4,7-dimethoxy-3-(2-diethylamino-4-imino-2-thiazolin-5-ylidene)isoindoline hydrochloride. Starting materials: CC(C)C[Al+]CC(C)C, ClCCl, Cl, CCOC(=O)C(C(c1ccc(F)cc1)c1ccc(F)cc1)C(C)(C)C, [H-]. As a reaction SMILES: [CH2:2]([Al+:3][CH2:4][CH:5]([CH3:6])[CH3:7])[CH:8]([CH3:9])[CH3:10].[CH2:37]([Cl:38])[Cl:39].[ClH:36].[F:11][c:12]1[cH:13][cH:14][c:15]([CH:18]([CH:19]([C:20](=[O:21])[O:22][CH2:23][CH3:24])[C:25]([CH3:26])([CH3:27])[CH3:28])[c:29]2[cH:30][cH:31][c:32]([F:35])[cH:33][cH:34]2)[cH:16][cH:17]1.[H-:1]>>[F:11][c:12]1[cH:13][cH:14][c:15]([CH:18]([CH:19]([CH2:20][OH:21])[C:25]([CH3:26])([CH3:27])[CH3:28])[c:29]2[cH:30][cH:31][c:32]([F:35])[cH:33][cH:34]2)[cH:16][cH:17]1. The product is CC(C)(C)C(CO)C(c1ccc(F)cc1)c1ccc(F)cc1. The reactants are CN(C)C=O, NC(=O)c1ccc2nc3c(c(=O)n2c1)CSC3, O=S(Cl)Cl. Product: N#Cc1ccc2nc3c(c(=O)n2c1)CSC3. Reaction SMILES: [CH3:22][N:23]([CH3:24])[CH:25]=[O:26].[O:1]=[c:2]1[c:3]2[c:4]([n:5][c:6]3[n:7]1[cH:8][c:9]([C:12](=[O:13])[NH2:14])[cH:10][cH:11]3)[CH2:15][S:16][CH2:17]2.[S:18]([Cl:19])([Cl:20])=[O:21]>>[O:1]=[c:2]1[c:3]2[c:4]([n:5][c:6]3[n:7]1[cH:8][c:9]([C:12]#[N:14])[cH:10][cH:11]3)[CH2:15][S:16][CH2:17]2. The reactants are C(C)(C)(C)C1=NC(=CC(=N1)O)C1CC1 (2-tert-butyl-4-hydroxy-6-cyclopropyl-pyrimidine), O=P(Cl)(Cl)Cl (POCl3). The solvent is C1(=CC=CC=C1)C (toluene), CN(C=O)C (dimethylformamide), C1(=CC=CC=C1)C (toluene). Product: C(C)(C)(C)C1=NC(=CC(=N1)Cl)C1CC1 (2-tert-Butyl-4-chloro-6-cyclopropyl-pyrimidine). Isolated yield 104.9%. Reaction SMILES: [C:1]([C:5]1[N:10]=[C:9](O)[CH:8]=[C:7]([CH:12]2[CH2:14][CH2:13]2)[N:6]=1)([CH3:4])([CH3:3])[CH3:2].O=P(Cl)(Cl)[Cl:17]>C1(C)C=CC=CC=1.CN(C)C=O>[C:1]([C:5]1[N:10]=[C:9]([Cl:17])[CH:8]=[C:7]([CH:12]2[CH2:14][CH2:13]2)[N:6]=1)([CH3:4])([CH3:3])[CH3:2]. Reported procedure: 14.8 g 2-tert-butyl-4-hydroxy-6-cyclopropyl-pyrimidine (76.9 mmol) were dissolved in 100 ml of toluene and 3 ml of dimethylformamide. 23.6 ml of POCl3 (153.7 mmol) were added dropwise at 10° C. After stirring overnight at room temperature most of the toluene was evaporated. The mixture was cooled with ice and 20 ml of water were added cautiously. Subsequently, an additional 200 ml of water were added and the aqueous phase was extracted four times with dichloromethane. The combined organic phases...